This data is from the Open Reaction Database (ORD), a public repository of structured organic reaction records. The task is: describe an organic reaction: reactants, conditions, products, and yield The reactants are COC1=C(C=CC=C1)N1CCN(CC1)CCCNC1=C(C(=O)N(C)C)C=CC=C1C (2-{3-[4-(2-methoxyphenyl)piperazin-1-yl]propylamino}-N,N,3-trimethylbenzamide), Cl (hydrochloric acid), C(C)(=O)OCC (ethyl acetate). Run in CO.C(Cl)Cl (methanol methylene chloride), CO (methanol). Product: Cl.COC1=C(C=CC=C1)N1CCN(CC1)CCCNC1=C(C(=O)N(C)C)C=CC=C1C (2-{3-[4-(2-methoxyphenyl)piperazin-1-yl]propylamino}-N,N,3-trimethylbenzamide hydrochloride). Reaction SMILES: [CH3:1][O:2][C:3]1[CH:8]=[CH:7][CH:6]=[CH:5][C:4]=1[N:9]1[CH2:14][CH2:13][N:12]([CH2:15][CH2:16][CH2:17][NH:18][C:19]2[C:29]([CH3:30])=[CH:28][CH:27]=[CH:26][C:20]=2[C:21]([N:23]([CH3:25])[CH3:24])=[O:22])[CH2:11][CH2:10]1.[ClH:31].C(OCC)(=O)C>CO.C(Cl)Cl.CO>[ClH:31].[CH3:1][O:2][C:3]1[CH:8]=[CH:7][CH:6]=[CH:5][C:4]=1[N:9]1[CH2:14][CH2:13][N:12]([CH2:15][CH2:16][CH2:17][NH:18][C:19]2[C:29]([CH3:30])=[CH:28][CH:27]=[CH:26][C:20]=2[C:21]([N:23]([CH3:24])[CH3:25])=[O:22])[CH2:11][CH2:10]1 |f:3.4,6.7|. Procedure: A solution of 2-{3-[4-(2-methoxyphenyl)piperazin-1-yl]propylamino}-N,N,3-trimethylbenzamide (70 mg, 0.17 mmol) in 0.5 mL of 5% methanol/methylene chloride was acidified with 0.6 mL of 1M hydrochloric acid in methanol and then ethyl acetate was added to give a precipitate. The supernatant was decanted and the precipitate was washed with ether, collected and dried to give 2-{3-[4-(2-methoxyphenyl)piperazin-1-yl]propylamino}-N,N,3-trimethylbenzamide hydrochloride (75 mg, 0.15 mmol). Anal.: Calcd. f... Starting materials: CC1CN(Cc2ccc(N(C)C(=O)c3ccc(Br)cn3)cc2)CCN1C(=O)OC(C)(C)C, CC1CN(Cc2ccc(N(C)C(=O)c3ccc(Nc4ccc(F)cc4)nc3)cc2)CCN1C(=O)OC(C)(C)C, Nc1ccc(F)cc1. The product is CC1CN(Cc2ccc(N(C)C(=O)c3ccc(Nc4ccc(F)cc4)cn3)cc2)CCN1C(=O)OC(C)(C)C. RXN SMILES: [Br:1][c:2]1[cH:3][cH:4][c:5]([C:8](=[O:9])[N:10]([c:11]2[cH:12][cH:13][c:14]([CH2:17][N:18]3[CH2:19][CH:20]([CH3:31])[N:21]([C:24](=[O:25])[O:26][C:27]([CH3:28])([CH3:29])[CH3:30])[CH2:22][CH2:23]3)[cH:15][cH:16]2)[CH3:32])[n:6][cH:7]1.[F:41][c:42]1[cH:43][cH:44][c:45]([NH:46][c:47]2[n:48][cH:49][c:50]([C:51]([N:52]([CH3:53])[c:54]3[cH:55][cH:56][c:57]([CH2:58][N:59]4[CH2:60][CH2:61][N:62]([C:63]([O:64][C:65]([CH3:66])([CH3:67])[CH3:68])=[O:69])[CH:70]([CH3:71])[CH2:72]4)[cH:73][cH:74]3)=[O:75])[cH:76][cH:77]2)[cH:78][cH:79]1.[NH2:33][c:34]1[cH:35][cH:36][c:37]([F:38])[cH:39][cH:40]1>>[c:2]1([NH:33][c:34]2[cH:35][cH:36][c:37]([F:38])[cH:39][cH:40]2)[cH:3][cH:4][c:5]([C:8](=[O:9])[N:10]([c:11]2[cH:12][cH:13][c:14]([CH2:17][N:18]3[CH2:19][CH:20]([CH3:31])[N:21]([C:24](=[O:25])[O:26][C:27]([CH3:28])([CH3:29])[CH3:30])[CH2:22][CH2:23]3)[cH:15][cH:16]2)[CH3:32])[n:6][cH:7]1. The reactants are O=C([O-])[O-], CI, CC#N, [K+], [K+], O=C1NCCN1C(=O)NC1(C(=O)OCc2ccccc2)CCCCC1. Product: CN1CCN(C(=O)NC2(C(=O)OCc3ccccc3)CCCCC2)C1=O. Reaction SMILES: [C:28](=[O:29])([O-:30])[O-:31].[CH3:1][I:2].[CH3:34][C:35]#[N:36].[K+:32].[K+:33].[c:3]1([CH2:9][O:10][C:11](=[O:12])[C:13]2([NH:19][C:20](=[O:21])[N:22]3[C:23](=[O:27])[NH:24][CH2:25][CH2:26]3)[CH2:14][CH2:15][CH2:16][CH2:17][CH2:18]2)[cH:4][cH:5][cH:6][cH:7][cH:8]1>>[c:3]1([CH2:9][O:10][C:11](=[O:12])[C:13]2([NH:19][C:20](=[O:21])[N:22]3[C:23](=[O:27])[N:24]([CH3:28])[CH2:25][CH2:26]3)[CH2:14][CH2:15][CH2:16][CH2:17][CH2:18]2)[cH:4][cH:5][cH:6][cH:7][cH:8]1. Reactants: O=C([O-])[O-], COc1cc2c(Cl)ncnc2cc1OCCCN1CCOCC1, [K+], [K+], [Na+], CN(C)C=O, [OH-], Oc1ccc2cccnc2c1. Product: COc1cc2c(Oc3ccc4cccnc4c3)ncnc2cc1OCCCN1CCOCC1. As a reaction SMILES: [C:24](=[O:25])([O-:26])[O-:27].[Cl:1][c:2]1[n:3][cH:4][n:5][c:6]2[cH:7][c:8]([O:14][CH2:15][CH2:16][CH2:17][N:18]3[CH2:19][CH2:20][O:21][CH2:22][CH2:23]3)[c:9]([O:12][CH3:13])[cH:10][c:11]12.[K+:28].[K+:29].[Na+:42].[O:43]=[CH:44][N:45]([CH3:46])[CH3:47].[OH-:41].[OH:30][c:31]1[cH:32][cH:33][c:34]2[cH:35][cH:36][cH:37][n:38][c:39]2[cH:40]1>>[c:2]1([O:30][c:31]2[cH:32][cH:33][c:34]3[cH:35][cH:36][cH:37][n:38][c:39]3[cH:40]2)[n:3][cH:4][n:5][c:6]2[cH:7][c:8]([O:14][CH2:15][CH2:16][CH2:17][N:18]3[CH2:19][CH2:20][O:21][CH2:22][CH2:23]3)[c:9]([O:12][CH3:13])[cH:10][c:11]12.